From a dataset of the Open Reaction Database (ORD), a public repository of structured organic reaction records. describe an organic reaction: reactants, conditions, products, and yield Starting materials: C(C)(C)OC1=C(C(=O)N2CC(CC2)OS(=O)(=O)C)C=C(C=C1)S(=O)(=O)C (rac-methanesulfonic acid 1-(2-isopropoxy-5-methanesulfonyl-benzoyl)-pyrrolidin-3-yl ester), OC=1C=C(C=CC1)C(F)(F)F (3-hydroxybenzotrifluoride). The product is C(C)(C)OC1=C(C=C(C=C1)S(=O)(=O)C)C(=O)N1CC(CC1)OC1=CC(=CC=C1)C(F)(F)F (Rac-(2-Isopropoxy-5-methanesulfonyl-phenyl)-[3-(3-trifluoromethyl-phenoxy)-pyrrolidin-1-yl]-methanone). Yield: 45.0%. As a reaction SMILES: [CH:1]([O:4][C:5]1[CH:22]=[CH:21][C:20]([S:23]([CH3:26])(=[O:25])=[O:24])=[CH:19][C:6]=1[C:7]([N:9]1[CH2:13][CH2:12][CH:11]([O:14]S(C)(=O)=O)[CH2:10]1)=[O:8])([CH3:3])[CH3:2].O[C:28]1[CH:29]=[C:30]([C:34]([F:37])([F:36])[F:35])[CH:31]=[CH:32][CH:33]=1>>[CH:1]([O:4][C:5]1[CH:22]=[CH:21][C:20]([S:23]([CH3:26])(=[O:25])=[O:24])=[CH:19][C:6]=1[C:7]([N:9]1[CH2:13][CH2:12][CH:11]([O:14][C:28]2[CH:33]=[CH:32][CH:31]=[C:30]([C:34]([F:37])([F:36])[F:35])[CH:29]=2)[CH2:10]1)=[O:8])([CH3:3])[CH3:2]. Procedure details: Prepared in analogy to Example 3(c) from rac-methanesulfonic acid 1-(2-isopropoxy-5-methanesulfonyl-benzoyl)-pyrrolidin-3-yl ester (Example 14(a)) and 3-hydroxybenzotrifluoride. The crude material was purified by reversed phase HPLC (acetonitrile/water) to yield the title compound as an amorphous white solid (yield 45%). MS (m/e): 472.4 (M+H+, 100%). Reactants: [Cl-], O=[N+]([O-])c1ccc(Oc2ccc(O)cc2)c(Cl)c1, Cl, CC(Oc1ccc(Oc2ccc(C(F)(F)F)cn2)cc1)C(=O)O. Yields the product CC(Oc1ccc(Oc2ccc(C(F)(F)F)cn2)cc1)C(=O)Oc1ccc(Oc2ccc([N+](=O)[O-])cc2Cl)cc1. As a reaction SMILES: [Cl-:2].[Cl:26][c:27]1[c:28]([O:29][c:30]2[cH:31][cH:32][c:33]([OH:36])[cH:34][cH:35]2)[cH:37][cH:38][c:39]([N+:41](=[O:42])[O-:43])[cH:40]1.[ClH:1].[F:3][C:4]([c:5]1[cH:6][cH:7][c:8]([O:11][c:12]2[cH:13][cH:14][c:15]([O:16][CH:17]([C:18](=[O:19])[OH:20])[CH3:21])[cH:22][cH:23]2)[n:9][cH:10]1)([F:24])[F:25]>>[F:3][C:4]([c:5]1[cH:6][cH:7][c:8]([O:11][c:12]2[cH:13][cH:14][c:15]([O:16][CH:17]([C:18](=[O:19])[O:20][c:33]3[cH:32][cH:31][c:30]([O:29][c:28]4[c:27]([Cl:26])[cH:40][c:39]([N+:41](=[O:42])[O-:43])[cH:38][cH:37]4)[cH:35][cH:34]3)[CH3:21])[cH:22][cH:23]2)[n:9][cH:10]1)([F:24])[F:25]. Reactants: ClC1=CC(=CC=C1)C(=O)OO (3-chloroperbenzoic acid), COC1=CC=C(C=C1)C=1N=C(NC1C1=CC=C(C=C1)OC)SC1=NC=CC=C1 (4,5-bis(4-methoxyphenyl)-2-(2-pyridylthio)imidazole). The solvent is ClCCl (dichloromethane), ClCCl (dichloromethane). Conditions: time 3 hour. Yields the product COC1=CC=C(C=C1)C=1N=C(NC1C1=CC=C(C=C1)OC)S(=O)C1=NC=CC=C1 (4,5-bis(4-methoxyphenyl)-2-(2-pyridylsulfinyl)imidazole). The yield is 84.2%. Reaction SMILES: ClC1C=CC=C(C(OO)=[O:9])C=1.[CH3:12][O:13][C:14]1[CH:19]=[CH:18][C:17]([C:20]2[N:21]=[C:22]([S:33][C:34]3[CH:39]=[CH:38][CH:37]=[CH:36][N:35]=3)[NH:23][C:24]=2[C:25]2[CH:30]=[CH:29][C:28]([O:31][CH3:32])=[CH:27][CH:26]=2)=[CH:16][CH:15]=1>ClCCl>[CH3:32][O:31][C:28]1[CH:29]=[CH:30][C:25]([C:24]2[N:23]=[C:22]([S:33]([C:34]3[CH:39]=[CH:38][CH:37]=[CH:36][N:35]=3)=[O:9])[NH:21][C:20]=2[C:17]2[CH:16]=[CH:15][C:14]([O:13][CH3:12])=[CH:19][CH:18]=2)=[CH:26][CH:27]=1. Reported procedure: A solution of 2.164 g of 3-chloroperbenzoic acid (80%) in 150 ml of dichloromethane is added dropwise to a solution of 3.90 g of 4,5-bis(4-methoxyphenyl)-2-(2-pyridylthio)imidazole in 100 ml of dichloromethane. The solution is stirred for 3 hours at room temperature, washed with sodium bicarbonate solution, dried over sodium sulfate, and concentrated under vacuum to dryness. The residue is chromatographed on 150 g of silica gel with acetone/hexane, thus producing 3.42 g of 4,5-bis(4-methoxypheny... The reactants are O1C(=CC=C1)C=1OC(=C(N1)COC1=C(C=C(COC2=NC(=NC=C2C(=O)OCC)C2=CC=CC=C2)C=C1)OC)C (ethyl 4-[(4-{[2-(2-furyl)-5-methyl-1,3-oxazol-4-yl]methoxy}-3-methoxybenzyl)oxy]-2-phenylpyrimidine-5-carboxylate), O1CCCC1 (tetrahydrofuran), [OH-].[Na+] (sodium hydroxide), Cl (hydrochloric acid). Run in C(C)O (ethanol), O (water). Conditions: temperature 60 celsius, time 1 hour. The product is O1C(=CC=C1)C=1OC(=C(N1)COC1=C(C=C(COC2=NC(=NC=C2C(=O)O)C2=CC=CC=C2)C=C1)OC)C (4-[(4-{[2-(2-furyl)-5-methyl-1,3-oxazol-4-yl]methoxy}-3-methoxybenzyl)oxy]-2-phenylpyrimidine-5-carboxylic acid), crystals. Isolated yield 40.0%. RXN SMILES: [O:1]1[CH:5]=[CH:4][CH:3]=[C:2]1[C:6]1[O:7][C:8]([CH3:40])=[C:9]([CH2:11][O:12][C:13]2[CH:37]=[CH:36][C:16]([CH2:17][O:18][C:19]3[C:24]([C:25]([O:27]CC)=[O:26])=[CH:23][N:22]=[C:21]([C:30]4[CH:35]=[CH:34][CH:33]=[CH:32][CH:31]=4)[N:20]=3)=[CH:15][C:14]=2[O:38][CH3:39])[N:10]=1.O1CCCC1.[OH-].[Na+].Cl>O.C(O)C>[O:1]1[CH:5]=[CH:4][CH:3]=[C:2]1[C:6]1[O:7][C:8]([CH3:40])=[C:9]([CH2:11][O:12][C:13]2[CH:37]=[CH:36][C:16]([CH2:17][O:18][C:19]3[C:24]([C:25]([OH:27])=[O:26])=[CH:23][N:22]=[C:21]([C:30]4[CH:31]=[CH:32][CH:33]=[CH:34][CH:35]=4)[N:20]=3)=[CH:15][C:14]=2[O:38][CH3:39])[N:10]=1 |f:2.3|. Procedure: To a mixture of ethyl 4-[(4-{[2-(2-furyl)-5-methyl-1,3-oxazol-4-yl]methoxy}-3-methoxybenzyl)oxy]-2-phenylpyrimidine-5-carboxylate (0.47 g), tetrahydrofuran (10 mL) and ethanol (10 mL) was added 1N aqueous sodium hydroxide solution (3 mL), and the mixture was stirred at 60° C. for 1 hr. The reaction mixture was poured into water, 2N hydrochloric acid was added to acidify the solution, and the precipitated crystals were collected by filtration. Recrystallized from methanol-ethyl acetate gave 4-[(4...